From a dataset of the Open Reaction Database (ORD), a public repository of structured organic reaction records. describe an organic reaction: reactants, conditions, products, and yield Starting materials: C(C)NC1=C(C=CC=C1C)C (N-ethyl-2,6-dimethylaniline), N#CBr (cyanogen bromide). Run in C1(=CC=CC=C1)C (toluene). Yields the product C(C)N(C1=C(C=CC=C1C)C)C#N (N-ethyl-N-cyano-2,6-dimethylaniline). RXN SMILES: [CH2:1]([NH:3][C:4]1[C:9]([CH3:10])=[CH:8][CH:7]=[CH:6][C:5]=1[CH3:11])[CH3:2].[N:12]#[C:13]Br>C1(C)C=CC=CC=1>[CH2:1]([N:3]([C:13]#[N:12])[C:4]1[C:9]([CH3:10])=[CH:8][CH:7]=[CH:6][C:5]=1[CH3:11])[CH3:2]. Procedure details: N-ethyl-2,6-dimethylaniline (5.9 g, 39.6 mmol) was added to a stirred solution of cyanogen bromide (2.1 g, 19.8 mmol) in toluene (50 mL). The reaction mixture was allowed to react overnight at room temperature during which a solid formed. A small temperature rise to 30° C. was observed. The suspension was filtered and the residue was washed with toluene (3×25 mL). The combined filtrates were evaporated to dryness by rotatory evaporation and the resulting residue was purified by Kugelrohr distill... Reactants: [N+](=O)([O-])C1=CC2=C(SCC(N2)=O)C=C1 (6-nitro-2H-benzo[b][1,4]thiazin-3(4H)-one), B.C1CCOC1 (BH3-THF). Product: [N+](=O)([O-])C1=CC2=C(SCCN2)C=C1 (6-nitro-3,4-dihydro-2H-benzo[b][1,4]thiazine). Reaction SMILES: [N+:1]([C:4]1[CH:14]=[CH:13][C:7]2[S:8][CH2:9][C:10](=O)[NH:11][C:6]=2[CH:5]=1)([O-:3])=[O:2].B.C1COCC1>>[N+:1]([C:4]1[CH:14]=[CH:13][C:7]2[S:8][CH2:9][CH2:10][NH:11][C:6]=2[CH:5]=1)([O-:3])=[O:2] |f:1.2|. Procedure: 6-nitro-2H-benzo[b][1,4]thiazin-3(4H)-one (4 g, 19 mmol) was stirred in BH3-THF (285 mL, 258 mmol) at reflux overnight. After this time the reaction mixture was cooled to rt and quenched with MeOH. The reaction was partitioned between EtOAc and water. The separated organic layer was dried over Mg2SO4 and evaporated in vacuo to give 6-nitro-3,4-dihydro-2H-benzo[b][1,4]thiazine that was used without further purification in the next step. Mass Spectrum (ESI) m/e=197 (M+1).